This data is from the Open Reaction Database (ORD), a public repository of structured organic reaction records. The task is: describe an organic reaction: reactants, conditions, products, and yield Starting materials: N([C@@H](C(C)C)C(=O)O)C(=O)OCC1=CC=CC=C1 (Z-Val-OH), N1=CC=CC=C1 (pyridine), ester, N([C@@H](C(C)C)C(=O)O)C(=O)OCC1=CC=CC=C1 (Z-Val-OH), carbonyl, C1(CCCCC1)N=C=NC1CCCCC1 (dicyclohexylcarbodiimide). The solvent is C(Cl)Cl (methylene chloride), CN(C)C=O (DMF). The product is N([C@@H](C(C)C)C(=O)O)C(=O)OCC1=CC=CC=C1.C(C1=CC=CC=C1)[NH-] (Z-L-Val benzylamide). Reaction SMILES: [NH:1]([C:9]([O:11][CH2:12][C:13]1[CH:18]=[CH:17][CH:16]=[CH:15][CH:14]=1)=[O:10])[C@H:2]([C:6]([OH:8])=[O:7])[CH:3]([CH3:5])[CH3:4].[N:19]1[CH:24]=[CH:23][CH:22]=[CH:21][CH:20]=1.[CH:25]1(N=C=NC2CCCCC2)CCCC[CH2:26]1>C(Cl)Cl.CN(C=O)C>[NH:1]([C:9]([O:11][CH2:12][C:13]1[CH:14]=[CH:15][CH:16]=[CH:17][CH:18]=1)=[O:10])[C@H:2]([C:6]([OH:8])=[O:7])[CH:3]([CH3:5])[CH3:4].[CH2:24]([NH-:19])[C:23]1[CH:26]=[CH:25][CH:20]=[CH:21][CH:22]=1 |f:5.6|. Procedure: When 5 is stirred with Z-Val-OH and pyridine in methylene chloride (24 hours, 20° C.), the carbonyl band at 1,888 cm-1 disappears and the polymeric activated ester 6a forms. A resin which has an identical IR spectrum can also be obtained by reacting 4 with Z-Val-OH and dicyclohexylcarbodiimide (DCC) in DMF. The dicyclohexylurea is removed by eluting with methanol. In order to determine the content of activated aminoacid ester, the resin 6a was reacted with benzylamine. From the amount of Z-L-Val... Reactants: FC(C(=O)O)(F)F (trifluoroacetic acid), FC(ON=C(C(=O)N[C@H]1[C@@H]2N(C(=C(CS2)C[N+]=2N(C=CC2C)C)C(=O)[O-])C1=O)C=1N=C(SC1)NC(C1=CC=CC=C1)(C1=CC=CC=C1)C1=CC=CC=C1)F (7β-[2-difluoromethoxyimino-2-(2-tritylaminothiazol-4-yl)acetamido]-3-(2,5-dimethyl-1-pyrazolio)methyl-3-cephem-4-carboxylate). Product: CN1[N+](=C(C=C1)C)CC=1CS[C@H]2N(C1C(=O)[O-])C(C2)=O (3-(2,5-dimethyl-1-pyrazolio)methyl-3-cephem-4-carboxylate). RXN SMILES: FC(F)(F)C(O)=O.FC(F)ON=C(C1N=C(NC(C2C=CC=CC=2)(C2C=CC=CC=2)C2C=CC=CC=2)SC=1)C(N[C@@H:16]1[C:34](=[O:35])[N:18]2[C:19]([C:31]([O-:33])=[O:32])=[C:20]([CH2:23][N+:24]3[N:25]([CH3:30])[CH:26]=[CH:27][C:28]=3[CH3:29])[CH2:21][S:22][C@H:17]12)=O>>[CH3:30][N:25]1[CH:26]=[CH:27][C:28]([CH3:29])=[N+:24]1[CH2:23][C:20]1[CH2:21][S:22][C@@H:17]2[CH2:16][C:34](=[O:35])[N:18]2[C:19]=1[C:31]([O-:33])=[O:32]. Procedure details: 7β-[2-(2-Aminothiazol-4-yl)-2-difluoromethoxyimino)acetamido]- 3-(2,5-dimethyl-1-pyrazolio)methyl-3-cephem-4-carboxylate (syn isomer) was prepared from trifluoroacetic acid salt of 7β-[2-difluoromethoxyimino-2-(2-tritylaminothiazol-4-yl)acetamido]-3-(2,5-dimethyl-1-pyrazolio)methyl-3-cephem-4-carboxylate (syn isomer) according to a similar manner to that of Example 29. Starting materials: CC1(C)CCCC(C)(C)N1O, CCOC(C)=O, [O-]Cl, [Na+], O, CCCC1Cc2cc(OCc3ccccc3)ccc2C2CCC3(C)C(O)CCC3C12. The product is CCCC1Cc2cc(OCc3ccccc3)ccc2C2CCC3(C)C(=O)CCC3C12. RXN SMILES: [CH3:34][C:35]1([CH3:44])[N:36]([O:37])[C:38]([CH3:39])([CH3:40])[CH2:41][CH2:42][CH2:43]1.[CH3:46][CH2:47][O:48][C:49](=[O:50])[CH3:51].[Cl:1][O-:2].[Na+:3].[OH2:45].[c:4]1([CH2:10][O:11][c:12]2[cH:13][c:14]3[c:27]([cH:28][cH:29]2)[CH:26]2[CH:17]([CH:16]([CH2:31][CH2:32][CH3:33])[CH2:15]3)[CH:18]3[CH2:19][CH2:20][CH:21]([OH:30])[C:22]3([CH3:23])[CH2:24][CH2:25]2)[cH:5][cH:6][cH:7][cH:8][cH:9]1>>[c:4]1([CH2:10][O:11][c:12]2[cH:13][c:14]3[c:27]([cH:28][cH:29]2)[CH:26]2[CH:17]([CH:16]([CH2:31][CH2:32][CH3:33])[CH2:15]3)[CH:18]3[CH2:19][CH2:20][C:21](=[O:30])[C:22]3([CH3:23])[CH2:24][CH2:25]2)[cH:5][cH:6][cH:7][cH:8][cH:9]1.